From a dataset of the Open Reaction Database (ORD), a public repository of structured organic reaction records. describe an organic reaction: reactants, conditions, products, and yield Starting materials: C(=O)(N1C=NC=C1)N1C=NC=C1 (carbonyldiimidazole), [N+](=O)([O-])C1=CC=C(C=C1)CC(=O)O (4-Nitrobenzeneacetic acid), C(=O)=O (Carbon dioxide). The solvent is C1CCOC1 (THF). Conditions: time 30 minute. Yields the product NC1=CC=C(C=C1)CC(=O)NC (4-Amino-N-methyl-benzeneacetamide). Isolated yield 66.5%. As a reaction SMILES: [N+:1]([C:4]1[CH:9]=[CH:8][C:7]([CH2:10][C:11]([OH:13])=O)=[CH:6][CH:5]=1)([O-])=O.[C:14](N1C=CN=C1)([N:16]1C=CN=C1)=O.C(=O)=O>C1COCC1>[NH2:1][C:4]1[CH:9]=[CH:8][C:7]([CH2:10][C:11]([NH:16][CH3:14])=[O:13])=[CH:6][CH:5]=1. Reported procedure: 4-Nitrobenzeneacetic acid (16.6 g, 0.0916 mol) was dissolved in THF (200 mL) and carbonyldiimidazole (CDI, 15.6 g, 0.0963 mol) was added. Carbon dioxide evolution rapidly ensued and the reaction mixture was stirred at RT for 30 min. Gaseous methylamine was then bubbled through the mixture until it was distinctly basic to litmus paper. The THF was removed in vacuo and water (70 mL) was added. The solid material was collected by filtration and placed in a Parr bottle were palladium on carbon (10%,... Reactants: Clc1ccncc1Br, O=C([O-])[O-], [Cs+], [Cs+], CN(C)C=O, O, OC1CN(c2ccc3ccccc3n2)C1. Yields the product Brc1cnccc1OC1CN(c2ccc3ccccc3n2)C1. RXN SMILES: [Br:22][c:23]1[cH:24][n:25][cH:26][cH:27][c:28]1[Cl:29].[C:16](=[O:17])([O-:18])[O-:19].[Cs+:20].[Cs+:21].[O:30]=[CH:31][N:32]([CH3:33])[CH3:34].[OH2:35].[n:1]1[c:2]([N:11]2[CH2:12][CH:13]([OH:15])[CH2:14]2)[cH:3][cH:4][c:5]2[cH:6][cH:7][cH:8][cH:9][c:10]12>>[n:1]1[c:2]([N:11]2[CH2:12][CH:13]([O:15][c:28]3[c:23]([Br:22])[cH:24][n:25][cH:26][cH:27]3)[CH2:14]2)[cH:3][cH:4][c:5]2[cH:6][cH:7][cH:8][cH:9][c:10]12. The reactants are CuBr, CCCCC(CCCC)C1=CC(=NC=C1)C1=NC=CC(=C1)C(CCCC)CCCC (4,4′-di-(5-nonyl)-2,2′-bipyridine), C1(=CC=CC=C1)C(C)Br (1-phenylethyl bromide), C=CC1=CC=CC=C1 (styrene), C1(CCCCC1)N1C(C=CC1=O)=O (N-cyclohexyl maleimide), O=O (oxygen). Run at time 7 hour. Product: C=CC1=CC=CC=C1.C1(CCCCC1)N1C(C=CC1=O)=O (styrene N-cyclohexyl maleimide). Reaction SMILES: [CH2:1]=[CH:2][C:3]1[CH:8]=[CH:7][CH:6]=[CH:5][CH:4]=1.[CH:9]1([N:15]2[C:19](=[O:20])[CH:18]=[CH:17][C:16]2=[O:21])[CH2:14][CH2:13][CH2:12][CH2:11][CH2:10]1.CCCCC(C1C=CN=C(C2C=C(C(CCCC)CCCC)C=CN=2)C=1)CCCC.C1(C(Br)C)C=CC=CC=1.O=O>>[CH2:1]=[CH:2][C:3]1[CH:8]=[CH:7][CH:6]=[CH:5][CH:4]=1.[CH:9]1([N:15]2[C:19](=[O:20])[CH:18]=[CH:17][C:16]2=[O:21])[CH2:10][CH2:11][CH2:12][CH2:13][CH2:14]1 |f:5.6|. Procedure: The following amounts of reagents were weighed into glass tube under ambient temperature: 12 mg (8.37×10−2 mmol) of CuBr, 0.45 mL (0.41 g, 4.4 mmol) of deinhibited styrene, 0.72 g (4.4 mmol) N-cyclohexyl maleimide, 60 mg (0.175 mmol) 4,4′-di-(5-nonyl)-2,2′-bipyridine, and 12 μL (8.8×10−2 mmol) 1-phenylethyl bromide. Two “freeze-pump-thaw” cycles were performed on the content of tube in order to ensure that oxygen was removed from the polymerization solution. The tube was sealed under vacuum and ... Reactants: COC(=O)c1cc(Br)cc2c1cnn2C, Cl, [Li+], C1CCOC1, [OH-], O. The product is Cn1ncc2c(C(=O)O)cc(Br)cc21. RXN SMILES: [Br:3][c:4]1[cH:5][c:6]([C:14](=[O:15])[O:16][CH3:17])[c:7]2[cH:8][n:9][n:10]([CH3:13])[c:11]2[cH:12]1.[ClH:18].[Li+:1].[O:19]1[CH2:20][CH2:21][CH2:22][CH2:23]1.[OH-:2].[OH2:24]>>[Br:3][c:4]1[cH:5][c:6]([C:14](=[O:15])[OH:16])[c:7]2[cH:8][n:9][n:10]([CH3:13])[c:11]2[cH:12]1. Starting materials: 3.4-dimethoxy-2-(trifluoromethyl)-(N-methylamino)ethanol, 1S, 1R, NC[C@@H](O)C1=C(C(=C(C=C1)OC)OC)C(F)(F)F ((1S)-2-amino-1-(3,4-dimethoxy-2-trifluoromethylphenyl)ethanol), C(=O)OCC (ethyl formate). Product: COC=1C(=C(C=CC1OC)C(CNC=O)O)C(F)(F)F (1-N-[2-(3,4-dimethoxy-2-trifluoromethylphenyl)-2-hydroxyethyl]formamide). Reaction SMILES: [NH2:1][CH2:2][C@H:3]([C:5]1[CH:10]=[CH:9][C:8]([O:11][CH3:12])=[C:7]([O:13][CH3:14])[C:6]=1[C:15]([F:18])([F:17])[F:16])[OH:4].[CH:19](OCC)=[O:20]>>[CH3:14][O:13][C:7]1[C:6]([C:15]([F:16])([F:17])[F:18])=[C:5]([CH:3]([OH:4])[CH2:2][NH:1][CH:19]=[O:20])[CH:10]=[CH:9][C:8]=1[O:11][CH3:12]. Reported procedure: 3.4-dimethoxy-2-(trifluoromethyl)-(N-methylamino)ethanol (12) was made according to methods known in the art. See Kirk et al. (2000). Specifically, a solution of (1S or 1R)-2-amino-1-(3,4-dimethoxy-2-trifluoromethylphenyl)ethanol (10) (MW=265.23, 3.00 g, 11.3 mmol) in ethyl formate (140 ml) was heated to reflux under an atmosphere of Ar for 3 hours with stirring. The suspension eventually goes into solution during the first hour of reflux. Upon completion, the reaction was allowed to cool to roo... Reactants: C(=O)N([C@H]([C@H](C(=O)O)CC1CCC(CC1)C1=CC=CC=C1)C)OC1OCCCC1 ((2R,3S)-3-(formyl-2-tetrahydropyranyloxyamino)-2-(4-phenylcyclohexylmethyl)butanoic acid), N1=CC=CC=C1 (pyridine), FC(C(=O)OC1=C(C(=C(C(=C1F)F)F)F)F)(F)F (pentafluorophenyl trifluoroacetate). Solvent: ClCCl (dichloromethane), ClCCl (dichloromethane). Run at time 6 hour. Yields the product C(=O)N([C@H]([C@H](C(=O)OC1=C(C(=C(C(=C1F)F)F)F)F)CC1CCC(CC1)C1=CC=CC=C1)C)OC1OCCCC1 (pentafluorophenyl (2R,3S)-3-(formyl-2-tetrahydropyranyloxyamino)-2-(4-phenylcyclohexylmethyl)butanoate). Yield: 59.5%. As a reaction SMILES: [CH:1]([N:3]([O:23][CH:24]1[CH2:29][CH2:28][CH2:27][CH2:26][O:25]1)[C@@H:4]([CH3:22])[C@@H:5]([CH2:9][CH:10]1[CH2:15][CH2:14][CH:13]([C:16]2[CH:21]=[CH:20][CH:19]=[CH:18][CH:17]=2)[CH2:12][CH2:11]1)[C:6]([OH:8])=[O:7])=[O:2].N1C=CC=CC=1.FC(F)(F)C(O[C:41]1[C:46]([F:47])=[C:45]([F:48])[C:44]([F:49])=[C:43]([F:50])[C:42]=1[F:51])=O>ClCCl>[CH:1]([N:3]([O:23][CH:24]1[CH2:29][CH2:28][CH2:27][CH2:26][O:25]1)[C@@H:4]([CH3:22])[C@@H:5]([CH2:9][CH:10]1[CH2:11][CH2:12][CH:13]([C:16]2[CH:17]=[CH:18][CH:19]=[CH:20][CH:21]=2)[CH2:14][CH2:15]1)[C:6]([O:8][C:41]1[C:42]([F:51])=[C:43]([F:50])[C:44]([F:49])=[C:45]([F:48])[C:46]=1[F:47])=[O:7])=[O:2]. Reported procedure: To a solution of (2R,3S)-3-(formyl-2-tetrahydropyranyloxyamino)-2-(4-phenylcyclohexylmethyl)butanoic acid (3.65 g, 0.009 mol) in dichloromethane (20 mL) at 25° C. is added via syringe pyridine (0.87 g, 0.011 mol) followed by pentafluorophenyl trifluoroacetate (3.1 g, 0.011 mol). The mixture is stirred for 6 h, diluted with dichloromethane and washed with 0.1 M aqueous HCl, 1 M aqueous sodium carbonate, saturated aqueous sodium chloride and dried over sodium sulfate. Concentration in vacuo follow... The reactants are CC1C(C2=C(C=3CCCC3C(=C2C1)C1=CC=CC=C1)C1=CC=CC=C1)=O (2-methyl-4,8-diphenyl-3,5,6,7-tetrahydro-s-indacen-1(2H)-one), [BH4-].[Na+] (sodium borohydride), CO (methanol). Run in C1(=CC=CC=C1)C (toluene). Run at temperature 50 celsius, time 3 hour. Product: CC=1CC=2C(=C3CCCC3=C(C2C1)C1=CC=CC=C1)C1=CC=CC=C1 (6-methyl-4,8-diphenyl-1,2,3,5-tetrahydro-s-indacene). As a reaction SMILES: [CH3:1][CH:2]1[CH2:13][C:12]2[C:4](=[C:5]([C:20]3[CH:25]=[CH:24][CH:23]=[CH:22][CH:21]=3)[C:6]3[CH2:7][CH2:8][CH2:9][C:10]=3[C:11]=2[C:14]2[CH:19]=[CH:18][CH:17]=[CH:16][CH:15]=2)[C:3]1=O.[BH4-].[Na+].CO>C1(C)C=CC=CC=1>[CH3:1][C:2]1[CH2:13][C:12]2[C:11]([C:14]3[CH:15]=[CH:16][CH:17]=[CH:18][CH:19]=3)=[C:10]3[C:6](=[C:5]([C:20]4[CH:21]=[CH:22][CH:23]=[CH:24][CH:25]=4)[C:4]=2[CH:3]=1)[CH2:7][CH2:8][CH2:9]3 |f:1.2|. Procedure: 17.4 g (51 mmol) of 2-methyl-4,8-diphenyl-3,5,6,7-tetrahydro-s-indacen-1(2H)-one (4b) and 3.8 g (100 mmol) of sodium borohydride in 100 ml of toluene were placed in a reaction vessel. The solution was heated to 50° C. and 22 ml of methanol was slowly added and the reaction mixture was stirred at 50° C. for 3 hours and then at room temperature overnight. During stirring solids were precipitated. 12 ml of water and 80 ml of 1 N sulfuric acid were added and the mixture was stirred at 35° C. for 30 ... The reactants are FC(F)(F)c1nc(NC23CC4CC(CC(C4)C2)C3)ncc1CCl, O=C([O-])[O-], C1COCCN1, CN(C)C=O, [K+], [K+], O. The product is FC(F)(F)c1nc(NC23CC4CC(CC(C4)C2)C3)ncc1CN1CCOCC1. RXN SMILES: [C:1]12([NH:11][c:12]3[n:13][cH:14][c:15]([CH2:22][Cl:23])[c:16]([C:18]([F:19])([F:20])[F:21])[n:17]3)[CH2:2][CH:3]3[CH2:4][CH:5]([CH2:6][CH:7]([CH2:8]1)[CH2:9]3)[CH2:10]2.[C:35](=[O:36])([O-:37])[O-:38].[CH2:29]1[CH2:30][O:31][CH2:32][CH2:33][NH:34]1.[CH:24]([N:25]([CH3:26])[CH3:27])=[O:28].[K+:39].[K+:40].[OH2:41]>>[C:1]12([NH:11][c:12]3[n:13][cH:14][c:15]([CH2:22][N:34]4[CH2:29][CH2:30][O:31][CH2:32][CH2:33]4)[c:16]([C:18]([F:19])([F:20])[F:21])[n:17]3)[CH2:2][CH:3]3[CH2:4][CH:5]([CH2:6][CH:7]([CH2:8]1)[CH2:9]3)[CH2:10]2. The reactants are O=C(Cl)C1CC1, Nc1cc(NC(=O)c2c(Cl)cc(Cl)cc2Cl)ccn1, c1ccncc1. Product: O=C(Nc1ccnc(NC(=O)C2CC2)c1)c1c(Cl)cc(Cl)cc1Cl. Reaction SMILES: [CH:20]1([C:23](=[O:24])[Cl:25])[CH2:21][CH2:22]1.[NH2:1][c:2]1[n:3][cH:4][cH:5][c:6]([NH:8][C:9]([c:10]2[c:11]([Cl:18])[cH:12][c:13]([Cl:17])[cH:14][c:15]2[Cl:16])=[O:19])[cH:7]1.[cH:26]1[cH:27][cH:28][n:29][cH:30][cH:31]1>>[NH:1]([c:2]1[n:3][cH:4][cH:5][c:6]([NH:8][C:9]([c:10]2[c:11]([Cl:18])[cH:12][c:13]([Cl:17])[cH:14][c:15]2[Cl:16])=[O:19])[cH:7]1)[C:23]([CH:20]1[CH2:21][CH2:22]1)=[O:24].